This data is from the Open Reaction Database (ORD), a public repository of structured organic reaction records. The task is: describe an organic reaction: reactants, conditions, products, and yield The reactants are Cc1ccccc1O, ClCCl, O=C1CCC(=O)N1Br, O, O=S(=O)(O)O. The product is Cc1cccc(Br)c1O. As a reaction SMILES: [CH3:1][c:2]1[cH:3][cH:4][cH:5][cH:6][c:7]1[OH:8].[Cl:23][CH2:24][Cl:25].[O:9]=[C:10]1[N:11]([Br:16])[C:12](=[O:13])[CH2:14][CH2:15]1.[OH2:22].[S:17](=[O:18])(=[O:19])([OH:20])[OH:21]>>[CH3:1][c:2]1[cH:3][cH:4][cH:5][c:6]([Br:16])[c:7]1[OH:8].